describe an organic reaction: reactants, conditions, products, and yield From a dataset of the Open Reaction Database (ORD), a public repository of structured organic reaction records. Starting materials: C=C[C@@H](CCCCC)O ((R)-(-)-1-octen-3-ol), N1=CC=CC=C1 (pyridine), O (water), FC(C(=O)Cl)C(F)(F)F (2,3,3,3-tetrafluoropropionyl chloride). The solvent is ClCCl (dichloromethane). Reaction conditions: time 1 hour. The product is FC(C(=O)OC(C=C)CCCCC)C(F)(F)F (1-octen-3-yl 2,3,3,3-tetrafluoropropionate). The yield is 75.0%. As a reaction SMILES: [CH2:1]=[CH:2][C@H:3]([OH:9])[CH2:4][CH2:5][CH2:6][CH2:7][CH3:8].N1C=CC=CC=1.[F:16][CH:17]([C:21]([F:24])([F:23])[F:22])[C:18](Cl)=[O:19].O>ClCCl>[F:16][CH:17]([C:21]([F:24])([F:23])[F:22])[C:18]([O:9][CH:3]([CH2:4][CH2:5][CH2:6][CH2:7][CH3:8])[CH:2]=[CH2:1])=[O:19]. Procedure details: In 200 ml of dichloromethane were dissolved 28 g (0.22 mol) of (R)-(-)-1-octen-3-ol (92%ee) and 21 ml (0.26 mol) of pyridine, and then 39.5 g (0.24 mol) of 2,3,3,3-tetrafluoropropionyl chloride was dropwise added to the above-obtained solution while the solution was being cooled with ice. The resulting mixture was stirred at room temperature for 1 hour, subsequently water was added thereto, and then the reaction mixture was subjected to extraction with ether. The resulting extract was washed wit... The reactants are O=C1CNCCN1c1ccc(Nc2ncc(Br)n3ncnc23)cc1, CC(=O)[O-], CC(=O)O, CC(C)=O, CO, Cl, [Na+]. Yields the product CC(C)N1CCN(c2ccc(Nc3ncc(Br)n4ncnc34)cc2)C(=O)C1. RXN SMILES: [Br:1][c:2]1[cH:3][n:4][c:5]([NH:11][c:12]2[cH:13][cH:14][c:15]([N:18]3[C:19](=[O:24])[CH2:20][NH:21][CH2:22][CH2:23]3)[cH:16][cH:17]2)[c:6]2[n:7]1[n:8][cH:9][n:10]2.[C:29]([O-:30])(=[O:31])[CH3:32].[CH3:25][C:26](=[O:27])[OH:28].[CH3:34][C:35]([CH3:36])=[O:37].[CH3:39][OH:40].[ClH:38].[Na+:33]>>[Br:1][c:2]1[cH:3][n:4][c:5]([NH:11][c:12]2[cH:13][cH:14][c:15]([N:18]3[C:19](=[O:24])[CH2:20][N:21]([CH:35]([CH3:34])[CH3:36])[CH2:22][CH2:23]3)[cH:16][cH:17]2)[c:6]2[n:7]1[n:8][cH:9][n:10]2. Reactants: [Br-], CC[Mg+], CON(C)C(=O)c1ccc2occc2c1. The product is CCC(=O)c1ccc2occc2c1. RXN SMILES: [Br-:16].[CH2:17]([CH3:18])[Mg+:19].[CH3:1][O:2][N:3]([C:4](=[O:5])[c:6]1[cH:7][cH:8][c:9]2[c:10]([cH:11][cH:12][o:13]2)[cH:14]1)[CH3:15]>>[C:4](=[O:5])([c:6]1[cH:7][cH:8][c:9]2[c:10]([cH:11][cH:12][o:13]2)[cH:14]1)[CH2:17][CH3:18].